This data is from the Open Reaction Database (ORD), a public repository of structured organic reaction records. The task is: describe an organic reaction: reactants, conditions, products, and yield The reactants are NC1=C(C=CC(=C1)Cl)N(C(OC(C)(C)C)=O)CCCS(=O)(=O)C (tert-butyl 2-amino-4-chlorophenyl(3-(methylsulfonyl)propyl)carbamate), ClCC(=O)[O-].[Na+] (sodium chloroacetate). Run in Cl (HCl). Conditions: temperature 100 celsius, time 8 hour. The product is ClC1=CC2=C(N(C(=N2)CCl)CCCS(=O)(=O)C)C=C1 (5-chloro-2-(chloromethyl)-1-(3-(methylsulfonyl)propyl)-1H-benzo[d]imidazole). Isolated yield 44.0%. As a reaction SMILES: [NH2:1][C:2]1[CH:7]=[C:6]([Cl:8])[CH:5]=[CH:4][C:3]=1[N:9]([CH2:17][CH2:18][CH2:19][S:20]([CH3:23])(=[O:22])=[O:21])[C:10](=O)OC(C)(C)C.[Cl:24][CH2:25]C([O-])=O.[Na+]>Cl>[Cl:8][C:6]1[CH:5]=[CH:4][C:3]2[N:9]([CH2:17][CH2:18][CH2:19][S:20]([CH3:23])(=[O:22])=[O:21])[C:10]([CH2:25][Cl:24])=[N:1][C:2]=2[CH:7]=1 |f:1.2|. Procedure: A mixture of tert-butyl 2-amino-4-chlorophenyl(3-(methylsulfonyl)propyl)carbamate (320 mg, 0.92 mmol) and sodium chloroacetate (130 mg, 1.1 mmol) in 4 N HCl was heated to 100° C. After overnight stirring, the reaction solution was cooled to RT and concentrated. The residue was diluted with DCM (100 mL) and washed with sat. NaHCO3 (50 mL). The organic layer was dried and concentrated under vacuum. The residue was purified by prep-TLC (DCM/EtOAc=3:1) to give 5-chloro-2-(chloromethyl)-1-(3-(methyls... Solvent: C(C)OCC (diethyl ether), O (water), CCCCCCC.O1CCCC1.C(C)C1=CC=CC=C1 (heptane tetrahydrofuran ethylbenzene), O1CCCC1 (tetrahydrofuran), O1CCCC1 (tetrahydrofuran). RXN SMILES: [Br:1][C:2]1[CH:6]=[CH:5][N:4]([C:7]2[C:12]([Cl:13])=[CH:11][CH:10]=[CH:9][N:8]=2)[N:3]=1.C([N-]C(C)C)(C)C.[Li+].[C:22](=[O:24])=[O:23].[OH-].[Na+]>CCCCCCC.O1CCCC1.C(C1C=CC=CC=1)C.C(OCC)C.O.O1CCCC1>[Br:1][C:2]1[CH:6]=[C:5]([C:22]([OH:24])=[O:23])[N:4]([C:7]2[C:12]([Cl:13])=[CH:11][CH:10]=[CH:9][N:8]=2)[N:3]=1 |f:1.2,4.5,6.7.8|. The product is BrC1=NN(C(=C1)C(=O)O)C1=NC=CC=C1Cl (3-bromo-1-(3-chloro-2-pyridinyl)-1H-pyrazole-5-carboxylic acid). Reaction conditions: temperature -78 celsius, time 15 minute. Starting materials: C(C)(C)[N-]C(C)C.[Li+] (lithium diisopropylamide), C(=O)=O (dry ice), [OH-].[Na+] (sodium hydroxide), BrC1=NN(C=C1)C1=NC=CC=C1Cl (2-(3-bromo-1H-pyrazol-1-yl)-3-chloropyridine). Reported procedure: To a mixture of 9.2 g of 2-(3-bromo-1H-pyrazol-1-yl)-3-chloropyridine and 80 ml of tetrahydrofuran was added dropwise 21.3 ml of a 2.0M lithium diisopropylamide solution in heptane/tetrahydrofuran/ethylbenzene at −78° C. The resulting mixture was stirred at −78° C. for 15 minutes, poured to a mixture of dry ice and 50 ml of tetrahydrofuran, and stirred for 1 hour with allowing it to rise to around room temperature. After water and diethyl ether were poured into the reaction mixture, the aqueous ...